Dataset: the Open Reaction Database (ORD), a public repository of structured organic reaction records. Task: describe an organic reaction: reactants, conditions, products, and yield Run at time 24 hour. Run in O (water), CN(C=O)C (N,N-dimethylformamide), CN(C=O)C (N,N-dimethylformamide). Product: C(C)(=O)N[C@H]1[C@@H](OCC2=CC=CC=C2)O[C@@H]([C@H]([C@@H]1OCC=C)OCC1=CC=CC=C1)COCC1=CC=CC=C1 (Benzyl 2-acetamido-3-O-allyl-4,6-di-O-benzyl-2-deoxy-α-D-glucopyranoside). Reaction SMILES: [C:1]([NH:4][C@@H:5]1[C@@H:18]([O:19][CH2:20][CH:21]=[CH2:22])[C@H:17]([OH:23])[C@@H:16]([CH2:24][OH:25])[O:15][C@@H:6]1[O:7][CH2:8][C:9]1[CH:14]=[CH:13][CH:12]=[CH:11][CH:10]=1)(=[O:3])[CH3:2].[CH2:26](Br)[C:27]1[CH:32]=[CH:31][CH:30]=[CH:29][CH:28]=1.[H-].[Na+].C(=O)=O>CN(C)C=O.O>[C:1]([NH:4][C@@H:5]1[C@@H:18]([O:19][CH2:20][CH:21]=[CH2:22])[C@H:17]([O:23][CH2:26][C:27]2[CH:32]=[CH:31][CH:30]=[CH:29][CH:28]=2)[C@@H:16]([CH2:24][O:25][CH2:8][C:9]2[CH:14]=[CH:13][CH:12]=[CH:11][CH:10]=2)[O:15][C@@H:6]1[O:7][CH2:8][C:9]1[CH:10]=[CH:11][CH:12]=[CH:13][CH:14]=1)(=[O:3])[CH3:2] |f:2.3|. The reactants are C(C)(=O)N[C@H]1[C@@H](OCC2=CC=CC=C2)O[C@@H]([C@H]([C@@H]1OCC=C)O)CO (benzyl 2-acetamido-3-O-allyl-2-deoxy-α-D-glucopyranoside), C(C1=CC=CC=C1)Br (benzyl bromide), [H-].[Na+] (sodium hydride), C(=O)=O (carbon dioxide), [H-].[Na+] (sodium hydride). Isolated yield 178.7%. Reported procedure: A solution of benzyl 2-acetamido-3-O-allyl-2-deoxy-α-D-glucopyranoside 4 (ref.25; 10.5 g, 29.9 mmol) and benzyl bromide (7.7 ml, 65 mmol) in dry N,N-dimethylformamide (75 ml) was gradually added to a stirred suspension of sodium hydride (60% in mineral oil; 2.8 g, 70 mmol) in N,N-dimethylformamide (25 ml) under argon at 0° C. during 30 min, and the whole was stirred at room temperature for 24 h. A solid carbon dioxide was added and the excess of sodium hydride was decomposed with water and the m... Starting materials: COC(=O)Cc1ccc(C#N)cc1, CO, Cl, NO, [Na+], O=C([O-])O. Product: COC(=O)Cc1ccc(C(=N)NO)cc1. Reaction SMILES: [C:1](#[N:2])[c:3]1[cH:4][cH:5][c:6]([CH2:9][C:10](=[O:11])[O:12][CH3:13])[cH:7][cH:8]1.[CH3:22][OH:23].[ClH:14].[NH2:15][OH:16].[Na+:21].[O-:17][C:18]([OH:19])=[O:20]>>[C:1](=[NH:2])([c:3]1[cH:4][cH:5][c:6]([CH2:9][C:10](=[O:11])[O:12][CH3:13])[cH:7][cH:8]1)[NH:15][OH:16].